This data is from the Open Reaction Database (ORD), a public repository of structured organic reaction records. The task is: describe an organic reaction: reactants, conditions, products, and yield The reactants are C(C1=CC=CC=C1)OC(=O)N1CCN(CC1)C1=CC=C(C=C1)N1CCC2(OCCO2)CC1 (4-[4-(1,4-dioxa-8-azaspiro[4.5]decan-8-yl)phenyl]piperazine-1-carboxylic acid benzyl ester), Cl (hydrochloric acid), [OH-].[Na+] (sodium hydroxide), O (water). The solvent is O1CCOCC1 (1,4-dioxane). Reaction conditions: temperature 90 celsius, time 7 hour. The product is C(C1=CC=CC=C1)OC(=O)N1CCN(CC1)C1=CC=C(C=C1)N1CCC(CC1)=O (4-[4-(4-oxopiperidin-1-yl)phenyl]piperazine-1-carboxylic acid benzyl ester). Isolated yield 78.7%. Reaction SMILES: [CH2:1]([O:8][C:9]([N:11]1[CH2:16][CH2:15][N:14]([C:17]2[CH:22]=[CH:21][C:20]([N:23]3[CH2:32][CH2:31][C:26]4(OCC[O:27]4)[CH2:25][CH2:24]3)=[CH:19][CH:18]=2)[CH2:13][CH2:12]1)=[O:10])[C:2]1[CH:7]=[CH:6][CH:5]=[CH:4][CH:3]=1.Cl.O.[OH-].[Na+]>O1CCOCC1>[CH2:1]([O:8][C:9]([N:11]1[CH2:16][CH2:15][N:14]([C:17]2[CH:22]=[CH:21][C:20]([N:23]3[CH2:32][CH2:31][C:26](=[O:27])[CH2:25][CH2:24]3)=[CH:19][CH:18]=2)[CH2:13][CH2:12]1)=[O:10])[C:2]1[CH:3]=[CH:4][CH:5]=[CH:6][CH:7]=1 |f:3.4|. Procedure: To a solution of 4-[4-(1,4-dioxa-8-azaspiro[4.5]decan-8-yl)phenyl]piperazine-1-carboxylic acid benzyl ester (30 g) in 1,4-dioxane (450 ml) was added 1N-hydrochloric acid (240 ml) at ambient temperature, and the mixture was stirred for 7 hours at 90° C. The reaction mixture was poured into water. The mixture was adjusted to pH 10-12 with 1N-sodium hydroxide (480 ml), and extracted with ethyl acetate. The organic layer was washed with water, brine, and dried, and evaporated under reduced pressure.... Starting materials: CC1=CC=C(C=C1)S(=O)(=O)OC[C@@H]1OC2=C(C=CC=C2CC1)OS(=O)(=O)C(F)(F)F (((2R)-8-{[(trifluoromethyl)sulfonyl]oxy}-3,4-dihydro-2H-chromen-2-yl)methyl 4-methylbenzenesulfonate), ClC1=C(C=C(C=C1)Cl)B(O)O (2,5-dichlorophenylboronic acid), C([O-])([O-])=O.[K+].[K+] (potassium carbonate), [Cl-].[Li+] (lithium chloride). Reagents/catalysts: C=1C=CC(=CC1)[P](C=2C=CC=CC2)(C=3C=CC=CC3)[Pd]([P](C=4C=CC=CC4)(C=5C=CC=CC5)C=6C=CC=CC6)([P](C=7C=CC=CC7)(C=8C=CC=CC8)C=9C=CC=CC9)[P](C=1C=CC=CC1)(C=1C=CC=CC1)C=1C=CC=CC1 (Tetrakis(triphenylphosphine)palladium). Solvent: O1CCOCC1 (dioxane), O (water). Reaction conditions: temperature 100 celsius. Product: CC1=CC=C(C=C1)S(=O)(=O)OC[C@@H]1OC2=C(C=CC=C2CC1)C1=C(C=CC(=C1)Cl)Cl ([(2R)-8-(2,5-dichlorophenyl)-3,4-dihydro-2H-chromen-2-yl]methyl 4-methylbenzenesulfonate). Isolated yield 90.2%. RXN SMILES: [CH3:1][C:2]1[CH:7]=[CH:6][C:5]([S:8]([O:11][CH2:12][C@H:13]2[CH2:22][CH2:21][C:20]3[C:15](=[C:16](OS(C(F)(F)F)(=O)=O)[CH:17]=[CH:18][CH:19]=3)[O:14]2)(=[O:10])=[O:9])=[CH:4][CH:3]=1.[Cl:31][C:32]1[CH:37]=[CH:36][C:35]([Cl:38])=[CH:34][C:33]=1B(O)O.C(=O)([O-])[O-].[K+].[K+].[Cl-].[Li+]>O1CCOCC1.O.C1C=CC([P]([Pd]([P](C2C=CC=CC=2)(C2C=CC=CC=2)C2C=CC=CC=2)([P](C2C=CC=CC=2)(C2C=CC=CC=2)C2C=CC=CC=2)[P](C2C=CC=CC=2)(C2C=CC=CC=2)C2C=CC=CC=2)(C2C=CC=CC=2)C2C=CC=CC=2)=CC=1>[CH3:1][C:2]1[CH:3]=[CH:4][C:5]([S:8]([O:11][CH2:12][C@H:13]2[CH2:22][CH2:21][C:20]3[C:15](=[C:16]([C:33]4[CH:34]=[C:35]([Cl:38])[CH:36]=[CH:37][C:32]=4[Cl:31])[CH:17]=[CH:18][CH:19]=3)[O:14]2)(=[O:10])=[O:9])=[CH:6][CH:7]=1 |f:2.3.4,5.6,^1:60,62,81,100|. Procedure details: A mixture of ((2R)-8-{[(trifluoromethyl)sulfonyl]oxy}-3,4-dihydro-2H-chromen-2-yl)methyl 4-methylbenzenesulfonate (0.50 g, 1.1 mmol), 2,5-dichlorophenylboronic acid (0.42 g, 2.2 mmol), potassium carbonate (0.46 g, 3.3 mmol) and lithium chloride (0.14 g, 3.3 mmol) in dioxane (3.75 ml) and water (1.25 mL) was purged with nitrogen for 30 minutes. Tetrakis(triphenylphosphine)palladium (0) (60 mg, 0.052 mmol) was added and the reaction mixture heated at 100° C. for 4 hours. The cooled reaction mixtur... As a reaction SMILES: [CH3:14][I:15].[CH3:3][c:4]1[cH:5][c:6]2[cH:7][cH:8][nH:9][c:10]2[c:11]([Br:13])[cH:12]1.[H-:1].[Na+:2].[O:16]=[CH:17][N:18]([CH3:19])[CH3:20]>>[CH3:3][c:4]1[cH:5][c:6]2[cH:7][cH:8][n:9]([CH3:14])[c:10]2[c:11]([Br:13])[cH:12]1. Starting materials: CI, Cc1cc(Br)c2[nH]ccc2c1, [H-], [Na+], CN(C)C=O. Yields the product Cc1cc(Br)c2c(ccn2C)c1. The reactants are O=C1NC=CC(=C1)C(=O)OC (methyl 2-oxo-1H-pyridine-4-carboxylate), C(=O)([O-])[O-].[K+].[K+] (K2CO3), IC(C)C (2-iodopropane). Run in C(C)#N (acetonitrile), CN(C)C=O (DMF). Run at temperature 60 celsius. Yields the product C(C)(C)N1C(C=C(C=C1)C(=O)OC)=O (methyl 1-isopropyl-2-oxo-1,2-dihydropyridine-4-carboxylate). Isolated yield 25.8%. As a reaction SMILES: [O:1]=[C:2]1[CH:7]=[C:6]([C:8]([O:10][CH3:11])=[O:9])[CH:5]=[CH:4][NH:3]1.C([O-])([O-])=O.[K+].[K+].I[CH:19]([CH3:21])[CH3:20]>CN(C=O)C.C(#N)C>[CH:19]([N:3]1[CH:4]=[CH:5][C:6]([C:8]([O:10][CH3:11])=[O:9])=[CH:7][C:2]1=[O:1])([CH3:21])[CH3:20] |f:1.2.3|. Procedure details: To methyl 2-oxo-1H-pyridine-4-carboxylate (700 mg, 4.57 mmol) in dry DMF (4.4 mL) was added finely ground K2CO3 (2.53 g, 18.3 mmol) followed by 2-iodopropane (914 μL, 9.14 mmol). The mixture was heated at 60° C. (external) for 1 h. The mixture was diluted with acetonitrile (10 mL) and was filtered. The filtrate was evaporated onto Celite and was purified by column chromatography (0-100% EtOAc/DCM) to give methyl 1-isopropyl-2-oxo-1,2-dihydropyridine-4-carboxylate (230 mg). ESI-MS m/z calc 195.1.... The product is CCOP(=O)(OCC)c1ccc2c(c1)C(=CNc1ccc(N3CCN(C)CC3)cc1)C(=O)NC2=O. The reactants are CN1CCN(c2ccc(NC=C3C(=O)NC(=O)c4ccc(Br)cc43)cc2)CC1, CN(C)C=O, CCOP([O-])OCC, c1ccc(P(c2ccccc2)(c2ccccc2)[Pd](P(c2ccccc2)(c2ccccc2)c2ccccc2)(P(c2ccccc2)(c2ccccc2)c2ccccc2)P(c2ccccc2)(c2ccccc2)c2ccccc2)cc1. Reaction SMILES: [Br:1][c:2]1[cH:3][c:4]2[c:9]([cH:10][cH:11]1)[C:8](=[O:12])[NH:7][C:6](=[O:13])[C:5]2=[CH:14][NH:15][c:16]1[cH:17][cH:18][c:19]([N:22]2[CH2:23][CH2:24][N:25]([CH3:28])[CH2:26][CH2:27]2)[cH:20][cH:21]1.[CH3:37][N:38]([CH3:39])[CH:40]=[O:41].[P:29]([O:30][CH2:31][CH3:32])([O:33][CH2:34][CH3:35])[O-:36].[cH:42]1[cH:43][cH:44][c:45]([P:46]([Pd:47]([P:48]([c:49]2[cH:50][cH:51][cH:52][cH:53][cH:54]2)([c:55]2[cH:56][cH:57][cH:58][cH:59][cH:60]2)[c:61]2[cH:62][cH:63][cH:64][cH:65][cH:66]2)([P:67]([c:68]2[cH:69][cH:70][cH:71][cH:72][cH:73]2)([c:74]2[cH:75][cH:76][cH:77][cH:78][cH:79]2)[c:80]2[cH:81][cH:82][cH:83][cH:84][cH:85]2)[P:86]([c:87]2[cH:88][cH:89][cH:90][cH:91][cH:92]2)([c:93]2[cH:94][cH:95][cH:96][cH:97][cH:98]2)[c:99]2[cH:100][cH:101][cH:102][cH:103][cH:104]2)([c:105]2[cH:106][cH:107][cH:108][cH:109][cH:110]2)[c:111]2[cH:112][cH:113][cH:114][cH:115][cH:116]2)[cH:117][cH:118]1>>[c:2]1([P:29]([O:30][CH2:31][CH3:32])([O:33][CH2:34][CH3:35])=[O:36])[cH:3][c:4]2[c:9]([cH:10][cH:11]1)[C:8](=[O:12])[NH:7][C:6](=[O:13])[C:5]2=[CH:14][NH:15][c:16]1[cH:17][cH:18][c:19]([N:22]2[CH2:23][CH2:24][N:25]([CH3:28])[CH2:26][CH2:27]2)[cH:20][cH:21]1.